This data is from the Open Reaction Database (ORD), a public repository of structured organic reaction records. The task is: describe an organic reaction: reactants, conditions, products, and yield Starting materials: O (water), [H-].[Na+] (sodium hydride), BrCC1=C(C(C=2C(N1)=NN(C2)C(=O)OC(C)(C)C)C2=C(C=CC=C2)Cl)C#N (6-bromomethyl-2-(t-butoxycarbonyl)-4-(2-chlorophenyl)-5-cyano-4,7-dihydro-2H-pyrazolo[3,4-b]pyridine), N1CCOCC1 (morpholine). Run in CN(C)C=O (DMF). Run at time 30 minute. Product: C(C)(C)(C)OC(=O)N1N=C2NC(=C(C(C2=C1)C1=C(C=CC=C1)Cl)C#N)CN1CCOCC1 (2-(t-butoxycarbonyl)-4-(2-chlorophenyl)-5-cyano-4,7-dihydro-6-(morpholin-4-yl)methyl-2H-pyrazolo[3,4-b]pyridine). Reaction SMILES: [H-].[Na+].[NH:3]1[CH2:8][CH2:7][O:6][CH2:5][CH2:4]1.Br[CH2:10][C:11]1[NH:16][C:15]2=[N:17][N:18]([C:20]([O:22][C:23]([CH3:26])([CH3:25])[CH3:24])=[O:21])[CH:19]=[C:14]2[CH:13]([C:27]2[CH:32]=[CH:31][CH:30]=[CH:29][C:28]=2[Cl:33])[C:12]=1[C:34]#[N:35].O>CN(C=O)C>[C:23]([O:22][C:20]([N:18]1[CH:19]=[C:14]2[C:15]([NH:16][C:11]([CH2:10][N:3]3[CH2:8][CH2:7][O:6][CH2:5][CH2:4]3)=[C:12]([C:34]#[N:35])[CH:13]2[C:27]2[CH:32]=[CH:31][CH:30]=[CH:29][C:28]=2[Cl:33])=[N:17]1)=[O:21])([CH3:26])([CH3:24])[CH3:25] |f:0.1|. Procedure: A solution of 4-(2-chlorophenyl)-5-cyano-4,7-dihydro-6-methyl-2H-pyrazolo[3,4-b]pyridine (22.9 g), di-t-butyl dicarbonate (19.4 g) and dimethylaminopyridine (0.5 g) in tetrahydrofuran (200 ml) was stirred at room temperature for 30 minutes. The reaction mixture was ice-cooled and the precipitated crystals were collected by filtration to give 2-(t-butoxycarbonyl)-4-(2-chlorophenyl)-5-cyano-4,7-dihydro-6-methyl-2H-pyrazolo[3,4-b]pyridine (21.8 g) as white crystals. 2-(t-Butoxycarbonyl)-4-(2-chloro... The reactants are BrC1=CC(=C(C=C1)S(=O)(=O)NC=1C=NC=C(C1)B1OC(C(O1)(C)C)(C)C)Cl (4-bromo-2-chloro-N-(5-(4,4,5,5-tetramethyl-1,3,2-dioxaborolan-2-yl)pyridin-3-yl)benzenesulfonamide), BrC1=CC(=C(C=C1)S(=O)(=O)NC=1C=NC=C(C1)B1OC(C(O1)(C)C)(C)C)Cl (4-bromo-2-chloro-N-(5-(4,4,5,5-tetramethyl-1,3,2-dioxaborolan-2-yl)pyridin-3-yl)benzenesulfonamide), ClC=1C=CC=2N=CN=C(C2N1)OC1CCOCC1 (6-chloro-4-(tetrahydro-2H-pyran-4-yloxy)pyrido[3,2-d]pyrimidine), ClC=1C=CC=2N=CN=C(C2N1)OC1CCOCC1 (6-chloro-4-(tetrahydro-2H-pyran-4-yloxy)pyrido[3,2-d]pyrimidine), C([O-])(O)=O.[Na+] (sodium bicarbonate). Reagents/catalysts: C1=CC=C(C=C1)P([C-]2C=CC=C2)C3=CC=CC=C3.C1=CC=C(C=C1)P([C-]2C=CC=C2)C3=CC=CC=C3.Cl[Pd]Cl.[Fe+2].C(Cl)Cl (PdCl2(dppf) CH2Cl2). The solvent is O1CCOCC1 (dioxane). The product is BrC1=CC(=C(C=C1)S(=O)(=O)NC=1C=NC=C(C1)C=1C=CC=2N=CN=C(C2N1)OC1CCOCC1)Cl (4-bromo-2-chloro-N-(5-(4-(tetrahydro-2H-pyran-4-yloxy)pyrido[3,2-d]pyrimidin-6-yl)pyridin-3-yl)benzenesulfonamide). The yield is 19.9%. RXN SMILES: [Br:1][C:2]1[CH:7]=[CH:6][C:5]([S:8]([NH:11][C:12]2[CH:13]=[N:14][CH:15]=[C:16](B3OC(C)(C)C(C)(C)O3)[CH:17]=2)(=[O:10])=[O:9])=[C:4]([Cl:27])[CH:3]=1.Cl[C:29]1[CH:30]=[CH:31][C:32]2[N:33]=[CH:34][N:35]=[C:36]([O:39][CH:40]3[CH2:45][CH2:44][O:43][CH2:42][CH2:41]3)[C:37]=2[N:38]=1.C(=O)(O)[O-].[Na+]>O1CCOCC1.C1C=CC(P(C2C=CC=CC=2)[C-]2C=CC=C2)=CC=1.C1C=CC(P(C2C=CC=CC=2)[C-]2C=CC=C2)=CC=1.Cl[Pd]Cl.[Fe+2].C(Cl)Cl>[Br:1][C:2]1[CH:7]=[CH:6][C:5]([S:8]([NH:11][C:12]2[CH:13]=[N:14][CH:15]=[C:16]([C:29]3[CH:30]=[CH:31][C:32]4[N:33]=[CH:34][N:35]=[C:36]([O:39][CH:40]5[CH2:45][CH2:44][O:43][CH2:42][CH2:41]5)[C:37]=4[N:38]=3)[CH:17]=2)(=[O:9])=[O:10])=[C:4]([Cl:27])[CH:3]=1 |f:2.3,5.6.7.8.9|. Procedure details: A mixture of 4-bromo-2-chloro-N-(5-(4,4,5,5-tetramethyl-1,3,2-dioxaborolan-2-yl)pyridin-3-yl)benzenesulfonamide (Intermediate 10) (0.0740 g, 0.279 mmol), 6-chloro-4-(tetrahydro-2H-pyran-4-yloxy)pyrido[3,2-d]pyrimidine (Intermediate 1) (0.145 g, 0.306 mmol), 1N aq. sodium bicarbonate (0.557 ml, 0.557 mmol) and PdCl2(dppf)-CH2Cl2 (0.0230 g, 0.0280 mmol) in dioxane (1.40 ml) was subjected to microwave irradiation for 1 hour at 110° C., and cooled to room temperature. The reaction mixture was filter... Starting materials: 10, Cl (hydrogen chloride), C12CC3N(CC(CC(C1)C3)C2)CCC(C2=CC=CC=C2)(C2=CC=CC=C2)C2=NN=C(O2)C(=O)OCC (ethyl 5-{3-[4-azatricyclo(4.3.1.13,8)undecan-4-yl]-1,1-diphenylpropyl}-1,3,4-oxadiazole-2-carboxylate), C(C)OCC (diethyl ether). Solvent: CC(C)O (2-propanol). Product: Cl.C12CC3N(CC(CC(C1)C3)C2)CCC(C2=CC=CC=C2)(C2=CC=CC=C2)C2=NN=C(O2)C(=O)OCC (ethyl 5-{3-[4-azatricyclo(4.3.1.13,8)-undecan-4-yl]-1,1-diphenylpropyl}-1,3,4-oxadiazole-2-carboxylate hydrochloride). As a reaction SMILES: [CH:1]12[CH2:11][CH:6]3[CH2:7][CH:8]([CH2:10][CH:3]([N:4]([CH2:12][CH2:13][C:14]([C:27]4[O:31][C:30]([C:32]([O:34][CH2:35][CH3:36])=[O:33])=[N:29][N:28]=4)([C:21]4[CH:26]=[CH:25][CH:24]=[CH:23][CH:22]=4)[C:15]4[CH:20]=[CH:19][CH:18]=[CH:17][CH:16]=4)[CH2:5]3)[CH2:2]1)[CH2:9]2.C(OCC)C.[ClH:42]>CC(O)C>[ClH:42].[CH:1]12[CH2:11][CH:6]3[CH2:7][CH:8]([CH2:10][CH:3]([N:4]([CH2:12][CH2:13][C:14]([C:27]4[O:31][C:30]([C:32]([O:34][CH2:35][CH3:36])=[O:33])=[N:29][N:28]=4)([C:15]4[CH:20]=[CH:19][CH:18]=[CH:17][CH:16]=4)[C:21]4[CH:26]=[CH:25][CH:24]=[CH:23][CH:22]=4)[CH2:5]3)[CH2:2]1)[CH2:9]2 |f:4.5|. Procedure: A solution of 10 parts of ethyl 5-{3-[4-azatricyclo(4.3.1.13,8)undecan-4-yl]-1,1-diphenylpropyl}-1,3,4-oxadiazole-2-carboxylate in a minimal amount of diethyl ether is acidified with a solution of hydrogen chloride in 2-propanol. The precipitate which forms is filtered off and recrystallized from a mixture of ethanol and ether to give ethyl 5-{3-[4-azatricyclo(4.3.1.13,8)-undecan-4-yl]-1,1-diphenylpropyl}-1,3,4-oxadiazole-2-carboxylate hydrochloride as yellow-green crystals melting at approximat... Starting materials: C1(=CC=CC=C1)C(=C1CCN(CC1)CCCCCCC#N)C1=CC=CC=C1 (4-(diphenylmethylene)-1-(6-cyanohexyl)-piperidine), [H-].[Al+3].[Li+].[H-].[H-].[H-] (lithium aluminum hydride). The product is NCCCCCCCN1CCC(CC1)=C(C1=CC=CC=C1)C1=CC=CC=C1 (1-(7-Aminoheptyl)-4-(diphenylmethylene)piperidine). Isolated yield 91.0%. RXN SMILES: [C:1]1([C:7]([C:22]2[CH:27]=[CH:26][CH:25]=[CH:24][CH:23]=2)=[C:8]2[CH2:13][CH2:12][N:11]([CH2:14][CH2:15][CH2:16][CH2:17][CH2:18][CH2:19][C:20]#[N:21])[CH2:10][CH2:9]2)[CH:6]=[CH:5][CH:4]=[CH:3][CH:2]=1.[H-].[Al+3].[Li+].[H-].[H-].[H-]>>[NH2:21][CH2:20][CH2:19][CH2:18][CH2:17][CH2:16][CH2:15][CH2:14][N:11]1[CH2:10][CH2:9][C:8](=[C:7]([C:22]2[CH:27]=[CH:26][CH:25]=[CH:24][CH:23]=2)[C:1]2[CH:6]=[CH:5][CH:4]=[CH:3][CH:2]=2)[CH2:13][CH2:12]1 |f:1.2.3.4.5.6|. Reported procedure: The title compound was prepared in a yield of 91% in a similar manner to that described in Preparation 41' by reacting 4-(diphenylmethylene)-1-(6-cyanohexyl)-piperidine (prepared as described in Preparation 40') and lithium aluminum hydride. The reactants are CC(=O)C (acetone), O (Water), COC=CC1=C(C=C(C=C1F)Br)F (2-(4-bromo-2,6-difluorophenyl)vinyl methyl ether), [Li]CCCC (n-BuLi). Run in C(C)(C)(C)OC (methyl tert-butyl ether), C(C)(C)(C)OC (methyl tert-butyl ether). Run at temperature -78 celsius, time 1 hour. Product: FC=1C=C(C=C(C1C=COC)F)C(C)(C)O (2-{3,5-Difluoro-4-[2-methoxyvinyl]phenyl}propan-2-ol). As a reaction SMILES: [CH3:1][O:2][CH:3]=[CH:4][C:5]1[C:10]([F:11])=[CH:9][C:8](Br)=[CH:7][C:6]=1[F:13].[Li]CCCC.[CH3:19][C:20]([CH3:22])=[O:21].O>C(OC)(C)(C)C>[F:13][C:6]1[CH:7]=[C:8]([C:20]([OH:21])([CH3:22])[CH3:19])[CH:9]=[C:10]([F:11])[C:5]=1[CH:4]=[CH:3][O:2][CH3:1]. Procedure: To a cooled (−78° C.) solution of 2-(4-bromo-2,6-difluorophenyl)vinyl methyl ether (45 g, 0.18 mol) in methyl tert-butyl ether (300 mL) was added n-BuLi (75 mL of 2.5M in hexanes, 0.19 mol), and the mixture was stirred at −78° C. for one hour. A solution of acetone (13.6 g, 0.24 mol) in methyl tert-butyl ether (100 mL) was added dropwise to the reaction mixture and the resulting solution was stirred at −78° C. for two hours. Water (90 ml) was added to quench the reaction. The resulting biphasic ...